From a dataset of the Open Reaction Database (ORD), a public repository of structured organic reaction records. describe an organic reaction: reactants, conditions, products, and yield Starting materials: C(C)(=O)OCC (ethyl acetate), BrBr (Bromine), C(C)(C)(C)N1CC(NC2=C(C1=O)C=CC=C2)=O (4-tert-butyl-3,4-dihydro-1H-1,4-benzodiazepine-2,5-dione), C(C)(=O)[O-].[Na+] (sodium acetate). Run in C(C)(=O)O (acetic acid), hexanes. Reaction conditions: time 29 hour. Yields the product BrC=1C=CC2=C(C(N(CC(N2)=O)C(C)(C)C)=O)C1 (7-Bromo-4-tert-butyl-3,4-dihydro-1H-1,4-benzodiazepine-2,5-dione). The yield is 64.3%. Reaction SMILES: [Br:1]Br.[C:3]([N:7]1[C:13](=[O:14])[C:12]2[CH:15]=[CH:16][CH:17]=[CH:18][C:11]=2[NH:10][C:9](=[O:19])[CH2:8]1)([CH3:6])([CH3:5])[CH3:4].C([O-])(=O)C.[Na+].C(OCC)(=O)C>C(O)(=O)C>[Br:1][C:16]1[CH:17]=[CH:18][C:11]2[NH:10][C:9](=[O:19])[CH2:8][N:7]([C:3]([CH3:6])([CH3:4])[CH3:5])[C:13](=[O:14])[C:12]=2[CH:15]=1 |f:2.3|. Procedure: Bromine (1.72 g, 10.8 mmol) is added to a mixture of 4-tert-butyl-3,4-dihydro-1H-1,4-benzodiazepine-2,5-dione (1.0 g, 4.3 mmol) and sodium acetate (0.39 g, 4.8 mmol) in acetic acid. The reaction mixture is stirred at room temperature for 29 hours, concentrated in vacuo, diluted with ethyl acetate, washed sequentially with 0.1N sodium hydroxide solution and brine, dried over anhydrous sodium sulfate and concentrated in vacuo to give a residue. Chromatography of the residue using silica gel and 20... Starting materials: COC1=NC=C(C=N1)CCC(=O)OCC (ethyl 3-(2-methoxypyrimidin-5-yl)propionate), C(=O)OC (methyl formate), ice, CC(C)([O-])C.[K+] (potassium t-butoxide), NC(=S)N (thiourea). The solvent is CCOCC (ether), C1CCOC1 (THF), CC(C)O (propan-2-ol). Reaction conditions: time 16 hour. Yields the product COC1=NC=C(C=N1)CC=1C(NC(NC1)=S)=O (5-(2-Methoxypyrimidin-5-ylmethyl)-2-thiouracil). Reaction SMILES: CC(C)([O-])C.[K+].[CH3:7][O:8][C:9]1[N:14]=[CH:13][C:12]([CH2:15][CH2:16][C:17]([O:19]CC)=O)=[CH:11][N:10]=1.[CH:22](OC)=O.[NH2:26][C:27]([NH2:29])=[S:28]>C1COCC1.CCOCC.CC(O)C>[CH3:7][O:8][C:9]1[N:10]=[CH:11][C:12]([CH2:15][C:16]2[C:17](=[O:19])[NH:26][C:27](=[S:28])[NH:29][CH:22]=2)=[CH:13][N:14]=1 |f:0.1|. Reported procedure: To an ice cooled solution of potassium t-butoxide (7.83 g, 0.07 mol) in anhydrous THF (60 ml) was added dropwise with stirring under argon over 1 hour to a solution of ethyl 3-(2-methoxypyrimidin-5-yl)propionate (5.87 g, 0.028 mol) and methyl formate (3.6 ml, 0.059 mol) in anhydrous ether (70 ml). After stirring for 16 h, the solvents were evaporated, thiourea (4.25 g, 0.056 mol) and propan-2-ol (80 ml) added and the mixture refluxed for 5 h. The solvent was evaporated and the residue dissolved ... Starting materials: BrC1=CC=C(C=C1)/C=C/C=1C=C(C(=O)O)C=CC1OC (3-[(E)-2-(4-bromophenyl)vinyl]-4-methoxybenzoic acid), NCCO (2-aminoethanol). Yields the product BrC1=CC=C(C=C1)/C=C/C=1C=C(C(=O)NCCO)C=CC1OC (3-[(E)-2-(4-bromophenyl)-vinyl]-N-(2-hydroxyethyl)-4-methoxybenzamide). Reaction SMILES: [Br:1][C:2]1[CH:7]=[CH:6][C:5](/[CH:8]=[CH:9]/[C:10]2[CH:11]=[C:12]([CH:16]=[CH:17][C:18]=2[O:19][CH3:20])[C:13]([OH:15])=O)=[CH:4][CH:3]=1.[NH2:21][CH2:22][CH2:23][OH:24]>>[Br:1][C:2]1[CH:3]=[CH:4][C:5](/[CH:8]=[CH:9]/[C:10]2[CH:11]=[C:12]([CH:16]=[CH:17][C:18]=2[O:19][CH3:20])[C:13]([NH:21][CH2:22][CH2:23][OH:24])=[O:15])=[CH:6][CH:7]=1. Reported procedure: The captioned compound was synthesized from 4-methoxy-3-[(E)-2-(4-bromophenyl)vinyl]benzoic acid obtained in step B of Example 2-2-43 and 2-aminoethanol in accordance with the same procedure as in the methods described in step C of Example 1-2-3.